The task is: describe an organic reaction: reactants, conditions, products, and yield. This data is from the Open Reaction Database (ORD), a public repository of structured organic reaction records. Reactants: NC1=NC2=CC=C(C=C2C(=N1)C(=O)N1CC2=CC=CC=C2C1)C(C(=O)OCC)CCCC (ethyl 2-[2-amino-4-(isoindoline-2-carbonyl)quinazolin-6-yl]hexanoate), [OH-].[Na+] (sodium hydroxide). Solvent: O1CCCC1 (tetrahydrofuran). Run at temperature 50 celsius, time 4 hour. Product: NC1=NC2=CC=C(C=C2C(=N1)C(=O)N1CC2=CC=CC=C2C1)C(C(=O)O)CCCC (2-[2-Amino-4-(isoindoline-2-carbonyl)quinazolin-6-yl]hexanoic acid). As a reaction SMILES: [NH2:1][C:2]1[N:11]=[C:10]([C:12]([N:14]2[CH2:22][C:21]3[C:16](=[CH:17][CH:18]=[CH:19][CH:20]=3)[CH2:15]2)=[O:13])[C:9]2[C:4](=[CH:5][CH:6]=[C:7]([CH:23]([CH2:29][CH2:30][CH2:31][CH3:32])[C:24]([O:26]CC)=[O:25])[CH:8]=2)[N:3]=1.[OH-].[Na+]>O1CCCC1>[NH2:1][C:2]1[N:11]=[C:10]([C:12]([N:14]2[CH2:15][C:16]3[C:21](=[CH:20][CH:19]=[CH:18][CH:17]=3)[CH2:22]2)=[O:13])[C:9]2[C:4](=[CH:5][CH:6]=[C:7]([CH:23]([CH2:29][CH2:30][CH2:31][CH3:32])[C:24]([OH:26])=[O:25])[CH:8]=2)[N:3]=1 |f:1.2|. Procedure details: 1.0 g of ethyl 2-[2-amino-4-(isoindoline-2-carbonyl)quinazolin-6-yl]hexanoate are dissolved in 15 ml of tetrahydrofuran, and 10 ml of 2N sodium hydroxide solution are added. The mixture is stirred at 50° C. for 4 h and subsequently evaporated in vacuo. The mixture is then adjusted to pH2 using 25% hydrochloric acid with ice-cooling, with yellow crystals precipitating. The precipitate obtained is filtered off and dried in vacuo. Yield: 550 mg (59%) of 2-[2-amino-4-(isoindoline-2-carbonyl)quinazol... The reactants are O=C(CC(F)(F)F)Nc1ccc(Sc2nc(Cl)cc(Cl)n2)cc1, Nc1ncns1. Product: O=C(CC(F)(F)F)Nc1ccc(Sc2nc(Cl)cc(Nc3ncns3)n2)cc1. Reaction SMILES: [Cl:1][c:2]1[n:3][c:4]([S:9][c:10]2[cH:11][cH:12][c:13]([NH:16][C:17]([CH2:18][C:19]([F:20])([F:21])[F:22])=[O:23])[cH:14][cH:15]2)[n:5][c:6]([Cl:8])[cH:7]1.[s:24]1[n:25][cH:26][n:27][c:28]1[NH2:29]>>[c:2]1([NH:29][c:28]2[s:24][n:25][cH:26][n:27]2)[n:3][c:4]([S:9][c:10]2[cH:11][cH:12][c:13]([NH:16][C:17]([CH2:18][C:19]([F:20])([F:21])[F:22])=[O:23])[cH:14][cH:15]2)[n:5][c:6]([Cl:8])[cH:7]1. Starting materials: OC1=CC=C2C(=CC=NC2=C1)OC1=CC2=C(C(=C(O2)C)C(=O)OC)C=C1 (methyl 6-[(7-hydroxyquinolin-4-yl)oxy]-2-methyl-1-benzofuran-3-carboxylate), C(=O)([O-])[O-].[K+].[K+] (K2CO3), BrC(C)Br (dibromoethane). The solvent is CN(C)C=O (DMF). Conditions: time 8 hour. The product is BrCCOC1=CC=C2C(=CC=NC2=C1)OC1=CC2=C(C(=C(O2)C)C(=O)OC)C=C1 (methyl 6-{[7-(2-bromoethoxy)quinolin-4-yl]oxy}-2-methyl-1-benzofuran-3-carboxylate). Yield: 45.7%. Reaction SMILES: [OH:1][C:2]1[CH:11]=[C:10]2[C:5]([C:6]([O:12][C:13]3[CH:26]=[CH:25][C:16]4[C:17]([C:21]([O:23][CH3:24])=[O:22])=[C:18]([CH3:20])[O:19][C:15]=4[CH:14]=3)=[CH:7][CH:8]=[N:9]2)=[CH:4][CH:3]=1.C([O-])([O-])=O.[K+].[K+].[Br:33][CH:34](Br)[CH3:35]>CN(C=O)C>[Br:33][CH2:34][CH2:35][O:1][C:2]1[CH:11]=[C:10]2[C:5]([C:6]([O:12][C:13]3[CH:26]=[CH:25][C:16]4[C:17]([C:21]([O:23][CH3:24])=[O:22])=[C:18]([CH3:20])[O:19][C:15]=4[CH:14]=3)=[CH:7][CH:8]=[N:9]2)=[CH:4][CH:3]=1 |f:1.2.3|. Procedure: To a solution of methyl 6-[(7-hydroxyquinolin-4-yl)oxy]-2-methyl-1-benzofuran-3-carboxylate 121-D (2.4 g, 7.2 mmol) in DMF (20 ml) was added K2CO3 (5 g, 35.8 mmol) a dibromoethane (2.7 g, 14.3 mmol). The reaction mixture was stirred at room temperature overnight. Column chromatography gave methyl 6-{[7-(2-bromoethoxy)quinolin-4-yl]oxy}-2-methyl-1-benzofuran-3-carboxylate 121-E (1.5 g). A solution of compound 121-E (750 mg) and pyrrolidine (351 mg) in DMF (3 ml) was heated to 60° C. for 45 min. T... Yields the product CC(C=CC1=C(C#CC2=C(C)CCCC2(C)C)CCC1)=CC(=O)O. The reactants are CCOC(=O)C=C(C)C=CC1=C(C#CC2=C(C)CCCC2(C)C)CCC1, C1CCOC1, CCO, [Na+], [OH-]. As a reaction SMILES: [CH2:1]([CH3:2])[O:3][C:4]([CH:5]=[C:6]([CH:7]=[CH:8][C:9]1=[C:10]([C:14]#[C:15][C:16]2=[C:17]([CH3:24])[CH2:18][CH2:19][CH2:20][C:21]2([CH3:22])[CH3:23])[CH2:11][CH2:12][CH2:13]1)[CH3:25])=[O:26].[CH2:29]1[O:30][CH2:31][CH2:32][CH2:33]1.[CH3:34][CH2:35][OH:36].[Na+:28].[OH-:27]>>[O:3]=[C:4]([CH:5]=[C:6]([CH:7]=[CH:8][C:9]1=[C:10]([C:14]#[C:15][C:16]2=[C:17]([CH3:24])[CH2:18][CH2:19][CH2:20][C:21]2([CH3:22])[CH3:23])[CH2:11][CH2:12][CH2:13]1)[CH3:25])[OH:26]. Reactants: CN(C)S(=O)(=O)CCCN1C(=O)c2ccccc2C1=O, CCO, NN, O. Product: CN(C)S(=O)(=O)CCCN. As a reaction SMILES: [CH3:1][N:2]([S:3](=[O:4])(=[O:5])[CH2:6][CH2:7][CH2:8][N:9]1[C:10](=[O:11])[c:12]2[c:13]([cH:14][cH:15][cH:16][cH:17]2)[C:18]1=[O:19])[CH3:20].[CH3:24][CH2:25][OH:26].[NH2:22][NH2:23].[OH2:21]>>[CH3:1][N:2]([S:3](=[O:4])(=[O:5])[CH2:6][CH2:7][CH2:8][NH2:9])[CH3:20]. Reactants: FC(C(=O)O)(F)F.C(C1=CC=CC=C1)OC[C@H](N)C(=O)NCC(=O)OC (methyl O-benzyl-L-serylglycinate trifluoroacetate). The solvent is CO.C(C)N(CC)CC (MeOH triethylamine). The product is C(C1=CC=CC=C1)OCC1C(NCC(N1)=O)=O (3-(benzyloxymethyl)piperazine-2,5-dione). Yield: 68.4%. As a reaction SMILES: FC(F)(F)C(O)=O.[CH2:8]([O:15][CH2:16][C@@H:17]([C:19]([NH:21][CH2:22][C:23]([O:25]C)=O)=[O:20])[NH2:18])[C:9]1[CH:14]=[CH:13][CH:12]=[CH:11][CH:10]=1>CO.C(N(CC)CC)C>[CH2:8]([O:15][CH2:16][CH:17]1[NH:18][C:23](=[O:25])[CH2:22][NH:21][C:19]1=[O:20])[C:9]1[CH:14]=[CH:13][CH:12]=[CH:11][CH:10]=1 |f:0.1,2.3|. Procedure details: A 250 ml, round-bottomed flask was charged with methyl O-benzyl-L-serylglycinate trifluoroacetate (9.37 g, 24.64 mmol) and 3:1 MeOH/triethylamine (50 mL). The mixture was then heated to reflux for 16 h. The reaction was then cooled to room temperature, concentrated, and diluted with ice cold 50% aqueous EtOH (50 mL). The resulting precipitate was collected by filtration and dried under reduced pressure to give 3-(benzyloxymethyl)piperazine-2,5-dione (3.95 g) as a white solid.